This data is from the Open Reaction Database (ORD), a public repository of structured organic reaction records. The task is: describe an organic reaction: reactants, conditions, products, and yield The reactants are BrC(Br)(Br)Br, CCCCCCCC=CCCCCCO, ClCCl, O, c1ccc(P(c2ccccc2)c2ccccc2)cc1. The product is CCCCCCCC=CCCCCCBr. As a reaction SMILES: [C:16]([Br:17])([Br:18])([Br:19])[Br:20].[CH2:1]([CH2:2][CH2:3][CH2:4][CH2:5][CH:6]=[CH:7][CH2:8][CH2:9][CH2:10][CH2:11][CH2:12][CH2:13][CH3:14])[OH:15].[Cl:41][CH2:42][Cl:43].[OH2:40].[c:21]1([P:22]([c:23]2[cH:24][cH:25][cH:26][cH:27][cH:28]2)[c:29]2[cH:30][cH:31][cH:32][cH:33][cH:34]2)[cH:35][cH:36][cH:37][cH:38][cH:39]1>>[CH2:1]([CH2:2][CH2:3][CH2:4][CH2:5][CH:6]=[CH:7][CH2:8][CH2:9][CH2:10][CH2:11][CH2:12][CH2:13][CH3:14])[Br:17].